Dataset: the Open Reaction Database (ORD), a public repository of structured organic reaction records. Task: describe an organic reaction: reactants, conditions, products, and yield The reactants are CCOC(=O)c1cc(Br)ccc1C, C1COCCO1, [Cu]I, [I-], [Na+]. The product is CCOC(=O)c1cc(I)ccc1C. Reaction SMILES: [Br:1][c:2]1[cH:3][cH:4][c:5]([CH3:13])[c:6]([C:7](=[O:8])[O:9][CH2:10][CH3:11])[cH:12]1.[CH2:16]1[O:17][CH2:18][CH2:19][O:20][CH2:21]1.[Cu:22][I:23].[I-:14].[Na+:15]>>[c:2]1([I:14])[cH:3][cH:4][c:5]([CH3:13])[c:6]([C:7](=[O:8])[O:9][CH2:10][CH3:11])[cH:12]1. Conditions: time 5 hour. The product is O1CC(CC1)C=1C=C(CC2CCC=3NC(=CC32)C(=O)OC)C=CC1 (methyl 4-(3-(tetrahydrofuran-3-yl)benzyl)-1,4,5,6-tetrahydrocyclopenta[b]pyrrole-2-carboxylate). Reaction SMILES: O1C=CC=C1[C:6]1[CH:7]=[C:8]([CH:22]=[CH:23][CH:24]=1)/[CH:9]=[C:10]1\[CH2:11][CH2:12][C:13]2[NH:14][C:15]([C:18]([O:20][CH3:21])=[O:19])=[CH:16][C:17]\1=2.[C:25]([O:28][CH2:29][CH3:30])(=O)[CH3:26]>[Pd]>[O:28]1[CH2:29][CH2:30][CH:26]([C:6]2[CH:7]=[C:8]([CH:22]=[CH:23][CH:24]=2)[CH2:9][CH:10]2[C:17]3[CH:16]=[C:15]([C:18]([O:20][CH3:21])=[O:19])[NH:14][C:13]=3[CH2:12][CH2:11]2)[CH2:25]1. Reported procedure: (E)-Methyl 4-(3-(furan-2-yl)benzylidene)-1,4,5,6-tetrahydrocyclopenta[b]pyrrole-2-carboxylate (0.066 g, 0.207 mmol) was dissolved in ethyl acetate (5 mL). Then palladium on carbon (5%) was added and the reaction placed under a hydrogen atmosphere using a balloon, stirred at room temperature for 5 h, then filtered through celite. The filtrate was concentrated and purified by column chromatography (Isco CombiFlash) eluting with a gradient of 0-25% EtOAc/heptane affording the title compound. 0.028 ... The reagents and catalysts are [Pd] (palladium on carbon). Starting materials: O1C(=CC=C1)C=1C=C(\C=C\2/CCC=3NC(=CC32)C(=O)OC)C=CC1 ((E)-Methyl 4-(3-(furan-2-yl)benzylidene)-1,4,5,6-tetrahydrocyclopenta[b]pyrrole-2-carboxylate), C(C)(=O)OCC (ethyl acetate). The reactants are COc1ccc(C(=O)c2ccc(OCCN3CCCCC3)cc2)c(Br)c1, COc1ccc2c(c1)CCC([Sn](C)(C)C)=C2, CCOC(C)=O, Cc1ccccc1, [Cu]I, c1ccc(P(c2ccccc2)(c2ccccc2)[Pd](P(c2ccccc2)(c2ccccc2)c2ccccc2)(P(c2ccccc2)(c2ccccc2)c2ccccc2)P(c2ccccc2)(c2ccccc2)c2ccccc2)cc1. Product: COc1ccc2c(c1)CCC(c1cc(OC)ccc1C(=O)c1ccc(OCCN3CCCCC3)cc1)=C2. As a reaction SMILES: [Br:1][c:2]1[c:3]([C:10](=[O:11])[c:12]2[cH:13][cH:14][c:15]([O:18][CH2:19][CH2:20][N:21]3[CH2:22][CH2:23][CH2:24][CH2:25][CH2:26]3)[cH:16][cH:17]2)[cH:4][cH:5][c:6]([O:8][CH3:9])[cH:7]1.[CH3:27][O:28][c:29]1[cH:30][c:31]2[c:36]([cH:37][cH:38]1)[CH:35]=[C:34]([Sn:39]([CH3:40])([CH3:41])[CH3:42])[CH2:33][CH2:32]2.[CH3:43][CH2:44][O:45][C:46](=[O:47])[CH3:48].[CH3:49][c:50]1[cH:51][cH:52][cH:53][cH:54][cH:55]1.[Cu:133][I:134].[cH:56]1[cH:57][cH:58][c:59]([P:60]([Pd:61]([P:62]([c:63]2[cH:64][cH:65][cH:66][cH:67][cH:68]2)([c:69]2[cH:70][cH:71][cH:72][cH:73][cH:74]2)[c:75]2[cH:76][cH:77][cH:78][cH:79][cH:80]2)([P:81]([c:82]2[cH:83][cH:84][cH:85][cH:86][cH:87]2)([c:88]2[cH:89][cH:90][cH:91][cH:92][cH:93]2)[c:94]2[cH:95][cH:96][cH:97][cH:98][cH:99]2)[P:100]([c:101]2[cH:102][cH:103][cH:104][cH:105][cH:106]2)([c:107]2[cH:108][cH:109][cH:110][cH:111][cH:112]2)[c:113]2[cH:114][cH:115][cH:116][cH:117][cH:118]2)([c:119]2[cH:120][cH:121][cH:122][cH:123][cH:124]2)[c:125]2[cH:126][cH:127][cH:128][cH:129][cH:130]2)[cH:131][cH:132]1>>[c:2]1([C:34]2=[CH:35][c:36]3[c:31]([cH:30][c:29]([O:28][CH3:27])[cH:38][cH:37]3)[CH2:32][CH2:33]2)[c:3]([C:10](=[O:11])[c:12]2[cH:13][cH:14][c:15]([O:18][CH2:19][CH2:20][N:21]3[CH2:22][CH2:23][CH2:24][CH2:25][CH2:26]3)[cH:16][cH:17]2)[cH:4][cH:5][c:6]([O:8][CH3:9])[cH:7]1. Starting materials: C(C)(=O)N1C(C(C2=CC(=C(C=C12)OC)OC)=C(C1=CC=CC=C1)OCC)=O (1-acetyl-3-(1-ethoxy-1-phenyl-methylidene)-5,6-dimethoxy-2-indolinone), N1(CCCC1)CC1=CC=C(N)C=C1 (4-(pyrrolidin-1-yl-methyl)-aniline). The product is N1(CCCC1)CC1=CC=C(N\C(\C2=CC=CC=C2)=C\2/C(NC3=CC(=C(C=C23)OC)OC)=O)C=C1 (3-(Z)-{1-[4-(pyrrolidin-1-yl-methyl)-anilino]-1-phenyl-methylidene}-5,6-dimethoxy-2-indolinone). Reaction SMILES: C([N:4]1[C:12]2[C:7](=[CH:8][C:9]([O:15][CH3:16])=[C:10]([O:13][CH3:14])[CH:11]=2)[C:6](=[C:17](OCC)[C:18]2[CH:23]=[CH:22][CH:21]=[CH:20][CH:19]=2)[C:5]1=[O:27])(=O)C.[N:28]1([CH2:33][C:34]2[CH:40]=[CH:39][C:37]([NH2:38])=[CH:36][CH:35]=2)[CH2:32][CH2:31][CH2:30][CH2:29]1>>[N:28]1([CH2:33][C:34]2[CH:40]=[CH:39][C:37]([NH:38]/[C:17](=[C:6]3\[C:5](=[O:27])[NH:4][C:12]4[C:7]\3=[CH:8][C:9]([O:15][CH3:16])=[C:10]([O:13][CH3:14])[CH:11]=4)/[C:18]3[CH:19]=[CH:20][CH:21]=[CH:22][CH:23]=3)=[CH:36][CH:35]=2)[CH2:32][CH2:31][CH2:30][CH2:29]1. Reported procedure: Prepared from 1-acetyl-3-(1-ethoxy-1-phenyl-methylidene)-5,6-dimethoxy-2-indolinone and 4-(pyrrolidin-1-yl-methyl)-aniline Starting materials: [Al+3], O=C([O-])C(O)C(O)C(=O)[O-], CCOCC, CCOC(=O)c1cc2cc(OC(F)(F)F)ccc2n1CC#N, [H-], [H-], [H-], [H-], [K+], [Li+], [Na+]. Yields the product FC(F)(F)Oc1ccc2c(c1)cc1n2CCNC1. RXN SMILES: [Al+3:2].[C:29]([CH:30]([CH:31]([C:32]([O-:33])=[O:34])[OH:35])[OH:36])([O-:37])=[O:38].[CH2:41]([O:42][CH2:43][CH3:44])[CH3:45].[CH2:7]([O:8][C:10](=[O:9])[c:12]1[n:13]([CH2:26][C:27]#[N:28])[c:14]2[cH:15][cH:16][c:17]([O:21][C:22]([F:23])([F:24])[F:25])[cH:18][c:19]2[cH:20]1)[CH3:11].[H-:1].[H-:4].[H-:5].[H-:6].[K+:39].[Li+:3].[Na+:40]>>[CH2:10]1[c:12]2[n:13]([c:14]3[cH:15][cH:16][c:17]([O:21][C:22]([F:23])([F:24])[F:25])[cH:18][c:19]3[cH:20]2)[CH2:26][CH2:27][NH:28]1.